From a dataset of the Open Reaction Database (ORD), a public repository of structured organic reaction records. describe an organic reaction: reactants, conditions, products, and yield Starting materials: CCOC=CC(=O)OCC, COCCOC, CCOC(=O)c1cc(NC(N)=O)ccc1Cl, Cl. Yields the product CCOC(=O)C=CNC(=O)Nc1ccc(Cl)c(C(=O)OCC)c1. RXN SMILES: [CH2:17]([O:18][CH:20]=[CH:21][C:22](=[O:23])[O:24][CH2:25][CH3:26])[CH3:19].[CH3:28][O:29][CH2:30][CH2:31][O:32][CH3:33].[Cl:1][c:2]1[c:3]([C:4](=[O:5])[O:6][CH2:7][CH3:8])[cH:9][c:10]([NH:13][C:14](=[O:15])[NH2:16])[cH:11][cH:12]1.[ClH:27]>>[Cl:1][c:2]1[c:3]([C:4](=[O:5])[O:6][CH2:7][CH3:8])[cH:9][c:10]([NH:13][C:14](=[O:15])[NH:16][CH:20]=[CH:21][C:22](=[O:23])[O:24][CH2:25][CH3:26])[cH:11][cH:12]1. Starting materials: FC1=C(C=C(C=C1)[N+](=O)[O-])OC (2-fluoro-5-nitroanisole), [H][H] (hydrogen). The reagents and catalysts are [Pd] (Pd/C). Run in O1CCOCC1 (dioxane). The product is FC1=C(C=C(N)C=C1)OC (4-fluoro-3-methoxyaniline). RXN SMILES: [F:1][C:2]1[CH:7]=[CH:6][C:5]([N+:8]([O-])=O)=[CH:4][C:3]=1[O:11][CH3:12].[H][H]>[Pd].O1CCOCC1>[F:1][C:2]1[CH:7]=[CH:6][C:5]([NH2:8])=[CH:4][C:3]=1[O:11][CH3:12]. Procedure: A suspension of 10 grams of 2-fluoro-5-nitroanisole and 100 ml. of dioxane is reduced catalytically under 40 p.s.i. of hydrogen and 1.0 gram of 5% Pd/C. After the uptake of hydrogen ceases, the catalyst is filtered, and the filtrate is concentrated in vacuo to yield 4-fluoro-3-methoxyaniline. The reactants are COC(CN(C(=O)C1CCCCC1)C1=C(C=CC=C1)OC(F)(F)F)OC (N-(2,2-dimethoxyethyl)-N-(2-trifluoromethoxy phenyl)cyclohexanecarboxamide), C1(O)=CC=C(O)C=C1 (hydroquinone), C(=O)(O)[O-].[Na+] (NaHCO3). The solvent is Cl (HCl). Run at temperature 80 celsius. Yields the product O=CCN(C(=O)C1CCCCC1)C1=C(C=CC=C1)OC(F)(F)F (N-(2-oxoethyl)-N-(2-trifluoromethoxyphenyl)cyclohexanecarboxamide). Yield: 87.1%. As a reaction SMILES: C[O:2][CH:3](OC)[CH2:4][N:5]([C:14]1[CH:19]=[CH:18][CH:17]=[CH:16][C:15]=1[O:20][C:21]([F:24])([F:23])[F:22])[C:6]([CH:8]1[CH2:13][CH2:12][CH2:11][CH2:10][CH2:9]1)=[O:7].C1(C=CC(O)=CC=1)O.C([O-])(O)=O.[Na+]>Cl>[O:2]=[CH:3][CH2:4][N:5]([C:14]1[CH:19]=[CH:18][CH:17]=[CH:16][C:15]=1[O:20][C:21]([F:22])([F:23])[F:24])[C:6]([CH:8]1[CH2:9][CH2:10][CH2:11][CH2:12][CH2:13]1)=[O:7] |f:2.3|. Procedure details: A suspension of compound 85B (0.106 g), hydroquinone (0.003 g) in 2 N HCl (1.14 mL) was heated at 80° C. for 30-40 minutes. After cooling to room temperature, NaHCO3 was added (pH=7) and the resulting mixture was extracted with CH2Cl2 (3×10 mL).The combined organic layers were dried (Na2SO4), filtered and evaporated to dryness at reduced pressure to give 0.081 g (88%) of the title compound as an oil. Reactants: C(C)(C)(C)OC([C@H]1N(CCC1)C[C@H]([C@H](CC1=CC=C(C=C1)F)NC(=O)OCC1=CC=CC=C1)O)=O (N-[3(S)-(benzyloxyformamido)-4-(4-fluorophenyl)-2(R)-hydroxybutyl]-L-proline tert.butyl ester), C(C1=CC=CC=C1)OC(=O)N[C@@H](CC(N)=O)C(=O)O (N-(benzyloxycarbonyl)-L-asparagine). Reagents/catalysts: [Pd] (palladium-on-carbon). The solvent is C(C)O (ethanol). The product is C(C)(C)(C)OC([C@H]1N(CCC1)C[C@H]([C@H](CC1=CC=C(C=C1)F)NC([C@@H](NC(=O)OCC1=CC=CC=C1)CC(N)=O)=O)O)=O (N-[3(S)-[[N-(benzyloxycarbonyl)-L-asparaginyl]amino]-4-(4-fluorophenyl)-2(R)-hydroxybutyl]-L-proline tert.butyl ester). Yield: 36.0%. As a reaction SMILES: [C:1]([O:5][C:6](=[O:35])[C@@H:7]1[CH2:11][CH2:10][CH2:9][N:8]1[CH2:12][C@@H:13]([OH:34])[C@@H:14]([NH:23][C:24](OCC1C=CC=CC=1)=[O:25])[CH2:15][C:16]1[CH:21]=[CH:20][C:19]([F:22])=[CH:18][CH:17]=1)([CH3:4])([CH3:3])[CH3:2].[CH2:36]([O:43][C:44]([NH:46][C@H:47](C(O)=O)[CH2:48][C:49](=[O:51])[NH2:50])=[O:45])[C:37]1[CH:42]=[CH:41][CH:40]=[CH:39][CH:38]=1>C(O)C.[Pd]>[C:1]([O:5][C:6](=[O:35])[C@@H:7]1[CH2:11][CH2:10][CH2:9][N:8]1[CH2:12][C@@H:13]([OH:34])[C@@H:14]([NH:23][C:24](=[O:25])[C@H:47]([CH2:48][C:49](=[O:51])[NH2:50])[NH:46][C:44]([O:43][CH2:36][C:37]1[CH:38]=[CH:39][CH:40]=[CH:41][CH:42]=1)=[O:45])[CH2:15][C:16]1[CH:17]=[CH:18][C:19]([F:22])=[CH:20][CH:21]=1)([CH3:2])([CH3:3])[CH3:4]. Procedure: A solution of 270 mg of N-[3(S)-(benzyloxyformamido)-4-(4-fluorophenyl)-2(R)-hydroxybutyl]-L-proline tert.butyl ester in 50 ml of ethanol was hydrogenated over 30 mg of 10% palladium-on-carbon for 2 hours. The catalyst was removed by filtration and the filtrate was evaporated to give an oil which was coupled with 158 mg of N-(benzyloxycarbonyl)-L-asparagine in a manner analogous to that described in Example 1. The crude product was chromatographed on silica gel using 10% methanol in dichlorometh... Starting materials: Br[Mg]c1ccccc1, CCN(CC)C(=O)c1ccc(C=O)cc1, C1CCOC1. Yields the product CCN(CC)C(=O)c1ccc(C(O)c2ccccc2)cc1. RXN SMILES: [Br:1][Mg:2][c:3]1[cH:4][cH:5][cH:6][cH:7][cH:8]1.[CH:9](=[O:10])[c:11]1[cH:12][cH:13][c:14]([C:15](=[O:16])[N:17]([CH2:18][CH3:19])[CH2:20][CH3:21])[cH:22][cH:23]1.[O:24]1[CH2:25][CH2:26][CH2:27][CH2:28]1>>[c:3]1([CH:9]([OH:10])[c:11]2[cH:12][cH:13][c:14]([C:15](=[O:16])[N:17]([CH2:18][CH3:19])[CH2:20][CH3:21])[cH:22][cH:23]2)[cH:4][cH:5][cH:6][cH:7][cH:8]1. Starting materials: C(C)(C)(C)C=1C=C(C(=C(C1)C1=CC=C(C=C1)OC(F)(F)F)O)C=O (5-(tert-butyl)-2-hydroxy-4′-(trifluoromethoxy)-[1,1′-biphenyl]-3-carbaldehyde), FC(C1=CC=C(C=C1)B(O)O)(F)F (4-(trifluoromethyl)phenylboronic acid), BrC=1C(=C(C=O)C=C(C1)C(C)(C)C)O (3-bromo-5-(tert-butyl)-2-hydroxybenzaldehyde), BrC=1C(=C(C=O)C=C(C1)C(C)(C)C)O (3-bromo-5-(tert-butyl)-2-hydroxybenzaldehyde). Yields the product C(C)(C)(C)C=1C=C(C(=C(C1)C1=CC=C(C=C1)C(F)(F)F)O)C=O (5-(tert-Butyl)-2-hydroxy-4′-(trifluoromethyl)-[1,1′-biphenyl]-3-carbaldehyde). Reaction SMILES: [C:1]([C:5]1[CH:6]=[C:7]([CH:23]=[O:24])[C:8]([OH:22])=[C:9]([C:11]2[CH:16]=[CH:15][C:14](OC(F)(F)F)=[CH:13][CH:12]=2)[CH:10]=1)([CH3:4])([CH3:3])[CH3:2].BrC1C(O)=C(C=C(C(C)(C)C)C=1)C=O.[F:39][C:40]([F:51])([F:50])C1C=CC(B(O)O)=CC=1>>[C:1]([C:5]1[CH:6]=[C:7]([CH:23]=[O:24])[C:8]([OH:22])=[C:9]([C:11]2[CH:12]=[CH:13][C:14]([C:40]([F:51])([F:50])[F:39])=[CH:15][CH:16]=2)[CH:10]=1)([CH3:2])([CH3:3])[CH3:4]. Procedure details: 5-(tert-Butyl)-2-hydroxy-4′-(trifluoromethyl)-[1,1′-biphenyl]-3-carbaldehyde was prepared as a yellow oil using the procedure described in Intermediate 5 from 3-bromo-5-(tert-butyl)-2-hydroxybenzaldehyde (Intermediate 4) and 4-(trifluoromethyl)phenylboronic acid. The reactants are C=C(CBr)C(=O)OCC, C[O-], CO, [Na+], O. The product is C=C(COC)C(=O)OCC. Reaction SMILES: [Br:1][CH2:2][C:3]([C:4](=[O:5])[O:6][CH2:7][CH3:8])=[CH2:9].[CH3:10][O-:11].[CH3:13][OH:14].[Na+:12].[OH2:15]>>[CH2:2]([C:3]([C:4](=[O:5])[O:6][CH2:7][CH3:8])=[CH2:9])[O:11][CH3:10].